The task is: describe an organic reaction: reactants, conditions, products, and yield. This data is from the Open Reaction Database (ORD), a public repository of structured organic reaction records. Starting materials: [Br-], CCCCCCCCCCCCCCCCCCCCOC(=O)P(=O)(OC)OC, C1CCOC1, CC(C)=O, [I-], [K+], [Na+], CN(C)C=O. Yields the product CCCCCCCCCCCCCCCCCCCCOC(=O)P(=O)([O-])OC, [Na+]. Reaction SMILES: [Br-:37].[CH2:1]([CH2:2][CH2:3][CH2:4][CH2:5][CH2:6][CH2:7][CH2:8][CH2:9][CH2:10][CH2:11][CH2:12][CH2:13][CH2:14][CH2:15][CH2:16][CH2:17][CH2:18][CH2:19][CH3:20])[O:21][C:22](=[O:23])[P:24]([O:25][CH3:26])([O:27][CH3:28])=[O:29].[CH2:43]1[O:44][CH2:45][CH2:46][CH2:47]1.[CH3:39][C:40](=[O:41])[CH3:42].[I-:30].[K+:38].[Na+:31].[O:32]=[CH:33][N:34]([CH3:35])[CH3:36]>>[CH2:1]([CH2:2][CH2:3][CH2:4][CH2:5][CH2:6][CH2:7][CH2:8][CH2:9][CH2:10][CH2:11][CH2:12][CH2:13][CH2:14][CH2:15][CH2:16][CH2:17][CH2:18][CH2:19][CH3:20])[O:21][C:22](=[O:23])[P:24]([O:25][CH3:26])(=[O:27])[O-:29].[Na+:31].